Task: describe an organic reaction: reactants, conditions, products, and yield. Dataset: the Open Reaction Database (ORD), a public repository of structured organic reaction records The reactants are C1COC2(CCC(CC2)(C=2SC=CC2)C#N)O1 (4-cyano-4-(2-thienyl)cyclohexanone ethylene ketal), CCOCC (ether), ethylene ketal, [OH-].[Na+] (sodium hydroxide), C(CO)O (ethylene glycol). The solvent is O (water). Yields the product C(=O)(O)C1(CCC(CC1)=O)C=1SC=CC1 (4-carboxy-4-(2-thienyl)cyclohexanone). Isolated yield 82.0%. RXN SMILES: C1O[C:4]2([CH2:9][CH2:8][C:7]([C:15]#N)([C:10]3[S:11][CH:12]=[CH:13][CH:14]=3)[CH2:6][CH2:5]2)[O:3]C1.[OH-:18].[Na+].C(O)C[OH:22].CCOCC>O>[C:15]([C:7]1([C:10]2[S:11][CH:12]=[CH:13][CH:14]=2)[CH2:6][CH2:5][C:4](=[O:3])[CH2:9][CH2:8]1)([OH:22])=[O:18] |f:1.2|. Procedure details: A mixture of 4.98 g. (0.02 mole) of 4-cyano-4-(2-thienyl)cyclohexanone ethylene ketal and 0.70 g. (0.02 mole) of sodium hydroxide in 40 ml. ethylene glycol is heated overnight at reflux. The mixture is allowed to cool and diluted with water. The solution is then cooled in ice, covered with ether and cautiously acidified. The organic layer is separated and the aqueous layer is washed twice more with ether. The extracts are combined, washed once with brine and taken to dryness. The residual solid ... The reactants are Cl (hydrochloric acid), FC=1C=C(C=C(C1F)F)C1=CC=C(C=O)C=C1 (4-(3,4,5-trifluorophenyl)benzaldehyde), O (water), resultant solution, [BH4-].[Na+] (sodium tetrahydroborate). Solvent: C1(=CC=CC=C1)C (toluene), C(C)O (ethanol). Conditions: time 2 hour. The product is FC=1C=C(C=C(C1F)F)C1=CC=C(CO)C=C1 (4-(3,4,5-trifluorophenyl)benzyl alcohol). Yield: 84.9%. Reaction SMILES: [F:1][C:2]1[CH:3]=[C:4]([C:10]2[CH:17]=[CH:16][C:13]([CH:14]=[O:15])=[CH:12][CH:11]=2)[CH:5]=[C:6]([F:9])[C:7]=1[F:8].O.[BH4-].[Na+].Cl>C(O)C.C1(C)C=CC=CC=1>[F:1][C:2]1[CH:3]=[C:4]([C:10]2[CH:11]=[CH:12][C:13]([CH2:14][OH:15])=[CH:16][CH:17]=2)[CH:5]=[C:6]([F:9])[C:7]=1[F:8] |f:2.3|. Procedure: Then, 14.77 g of 4-(3,4,5-trifluorophenyl)benzaldehyde and 15 mL of water were dissolved in 70 mL of ethanol, the resultant solution was cooled with ice, and 0.75 g of sodium tetrahydroborate was slowly added. After stirring at room temperature for 2 hours, 10% hydrochloric acid was added until the system became acidic, followed by stirring for 1 hour. Then, toluene was added to the mixture to separate an organic layer, and an aqueous layer was subjected to extraction with toluene. The toluene e... Starting materials: ClC1=C(C(=O)NC=2C=C3CCCC3=CC2)C=CC=C1 (5-(2-chlorobenzoylamino)indan), ClC1=C(C(=O)Cl)C=CC=C1 (2-chlorobenzoyl chloride), [Sn](Cl)(Cl)(Cl)Cl (tin tetrachloride), Cl (HCl). The solvent is C(C)(=O)OCC (ethyl acetate). Reaction conditions: temperature 130 celsius. The product is ClC1=C(C(=O)C2=C(C=C3CCCC3=C2)NC(C2=C(C=CC=C2)Cl)=O)C=CC=C1 (6-(2-chlorobenzoyl)-5-(2-chlorobenzoylamino)indan). Isolated yield 66.2%. RXN SMILES: [Cl:1][C:2]1[CH:19]=[CH:18][CH:17]=[CH:16][C:3]=1[C:4]([NH:6][C:7]1[CH:8]=[C:9]2[C:13](=[CH:14][CH:15]=1)[CH2:12][CH2:11][CH2:10]2)=[O:5].[Cl:20][C:21]1[CH:29]=[CH:28][CH:27]=[CH:26][C:22]=1[C:23](Cl)=[O:24].[Sn](Cl)(Cl)(Cl)Cl.Cl>C(OCC)(=O)C>[Cl:20][C:21]1[CH:29]=[CH:28][CH:27]=[CH:26][C:22]=1[C:23]([C:15]1[CH:14]=[C:13]2[C:9]([CH2:10][CH2:11][CH2:12]2)=[CH:8][C:7]=1[NH:6][C:4](=[O:5])[C:3]1[CH:16]=[CH:17][CH:18]=[CH:19][C:2]=1[Cl:1])=[O:24]. Procedure details: A mixture of 5-(2-chlorobenzoylamino)indan (16 g), 2-chlorobenzoyl chloride (15.5 g) and tin tetrachloride (10.2 ml) was heated at 130° C. for 30 minutes and, then, diluted with ethyl acetate (150 ml), followed by addition of 3N HCl (150 ml). The organic layer was separated and washed with water, 2N NaOH and water in the order mentioned and the solvent was distilled off. The residue was chromatographed on silica gel and eluted with hexane-acetone (4:1) to give 6-(2-chlorobenzoyl)-5-(2-chlorobenz... Reactants: CNC1=C2N=CNC2=NC=N1 (methyl-(9H-purin-6-yl)amine), [H-].[Na+] (sodium hydride), FC1=CC=C(C=C1)[N+](=O)[O-] (4-fluoronitrobenzene). The solvent is CS(=O)C (dimethyl sulfoxide), CCCCCC (hexane), O (water). Conditions: time 1 hour. Product: CNC1=C2N=CN(C2=NC=N1)C1=CC=C(C=C1)[N+](=O)[O-] (methyl-[9-(4-nitrophenyl)-9H-purin-6-yl]amine). The yield is 74.7%. Reaction SMILES: [CH3:1][NH:2][C:3]1[N:11]=[CH:10][N:9]=[C:8]2[C:4]=1[N:5]=[CH:6][NH:7]2.[H-].[Na+].F[C:15]1[CH:20]=[CH:19][C:18]([N+:21]([O-:23])=[O:22])=[CH:17][CH:16]=1>CS(C)=O.CCCCCC.O>[CH3:1][NH:2][C:3]1[N:11]=[CH:10][N:9]=[C:8]2[C:4]=1[N:5]=[CH:6][N:7]2[C:15]1[CH:20]=[CH:19][C:18]([N+:21]([O-:23])=[O:22])=[CH:17][CH:16]=1 |f:1.2|. Reported procedure: In 120 mL of dimethyl sulfoxide, 10.78 g (80 mmol) of methyl-(9H-purin-6-yl)amine was dissolved, and 1.98 g (82.5 mmol) of sodium hydride (60%) after washing with hexane was added thereto and the mixture solution was stirred at room temperature for one hour. To the reaction solution, 13.0 g (92 mmol) of 4-fluoronitrobenzene was added dropwise and the resulting solution was stirred at 80° C. for two hours. The reaction solution was diluted with 300 mL of water, and the crystal deposited was colle... Starting materials: CC(C)(C)OC(=O)NCCO, C1CCOC1, O=[N+]([O-])c1ccc(O)cc1, c1ccc(P(c2ccccc2)c2ccccc2)cc1. Product: CC(C)(C)OC(=O)NCCOc1ccc([N+](=O)[O-])cc1. Reaction SMILES: [C:11]([CH3:12])([CH3:13])([CH3:14])[O:15][C:16](=[O:17])[NH:18][CH2:19][CH2:20][OH:21].[O:41]1[CH2:42][CH2:43][CH2:44][CH2:45]1.[OH:1][c:2]1[cH:3][cH:4][c:5]([N+:8]([O-:9])=[O:10])[cH:6][cH:7]1.[c:22]1([P:23]([c:24]2[cH:25][cH:26][cH:27][cH:28][cH:29]2)[c:30]2[cH:31][cH:32][cH:33][cH:34][cH:35]2)[cH:36][cH:37][cH:38][cH:39][cH:40]1>>[O:1]([c:2]1[cH:3][cH:4][c:5]([N+:8]([O-:9])=[O:10])[cH:6][cH:7]1)[CH2:20][CH2:19][NH:18][C:16]([O:15][C:11]([CH3:12])([CH3:13])[CH3:14])=[O:17]. Starting materials: [Cl-].[NH4+] (ammonium chloride), C([O-])([O-])=O.[Cs+].[Cs+] (Cesium carbonate), FC(S(=O)(=O)OCC(F)(F)F)(F)F (2,2,2-trifluoroethyl trifluoromethanesulfonate), OC=1N=CC(=NC1)C(=O)OC (methyl 5-hydroxypyrazine-2-carboxylate). Run in C(C)(=O)OCC (ethyl acetate), CN(C)C=O (DMF). Conditions: time 20 hour. The product is FC(COC=1N=CC(=NC1)C(=O)OC)(F)F (methyl 5-(2,2,2-trifluoroethoxy)pyrazine-2-carboxylate). Isolated yield 18.4%. Reaction SMILES: C(=O)([O-])[O-].[Cs+].[Cs+].FC(F)(F)S([O:12][CH2:13][C:14]([F:17])([F:16])[F:15])(=O)=O.O[C:21]1[N:22]=[CH:23][C:24]([C:27]([O:29][CH3:30])=[O:28])=[N:25][CH:26]=1.[Cl-].[NH4+]>CN(C=O)C.C(OCC)(=O)C>[F:15][C:14]([F:17])([F:16])[CH2:13][O:12][C:21]1[N:22]=[CH:23][C:24]([C:27]([O:29][CH3:30])=[O:28])=[N:25][CH:26]=1 |f:0.1.2,5.6|. Procedure: Cesium carbonate (2.96 g) and 2,2,2-trifluoroethyl trifluoromethanesulfonate (1.57 g) were added to a solution of methyl 5-hydroxypyrazine-2-carboxylate (700 mg) in DMF (20 mL), and the mixture was stirred at room temperature for 20 hours. Aqueous ammonium chloride and ethyl acetate were added to the reaction solution, and the organic layer was separated. The organic layer was washed with saturated aqueous sodium chloride and dried over anhydrous magnesium sulfate. The organic layer was concentr... The reactants are C[O-].[Na+] (Sodium methoxide), BrC=1C=CC=C2C=C(N=CC12)NC=1N=CC(=NC1)C#N (5-(8-bromoisoquinolin-3-ylamino)pyrazine-2-carbonitrile). The reagents and catalysts are [Cu](I)I (copper iodide). The solvent is CN(C)C=O (DMF). Conditions: temperature 110 celsius, time 10 minute. Product: COC=1C=CC=C2C=C(N=CC12)NC=1N=CC(=NC1)C#N (5-(8-methoxyisoquinolin-3-ylamino)pyrazine-2-carbonitrile). Yield: 6.0%. As a reaction SMILES: [CH3:1][O-:2].[Na+].Br[C:5]1[CH:6]=[CH:7][CH:8]=[C:9]2[C:14]=1[CH:13]=[N:12][C:11]([NH:15][C:16]1[N:17]=[CH:18][C:19]([C:22]#[N:23])=[N:20][CH:21]=1)=[CH:10]2>CN(C=O)C.[Cu](I)I>[CH3:1][O:2][C:5]1[CH:6]=[CH:7][CH:8]=[C:9]2[C:14]=1[CH:13]=[N:12][C:11]([NH:15][C:16]1[N:17]=[CH:18][C:19]([C:22]#[N:23])=[N:20][CH:21]=1)=[CH:10]2 |f:0.1|. Procedure details: Sodium methoxide (55 mg, 0.10 mmol) was added to a pre-stirred mixture of 5-(8-bromoisoquinolin-3-ylamino)pyrazine-2-carbonitrile (33 mg, 0.10 mmol) and copper iodide (19 mg, 0.10 mmol) in DMF in triplicate. The three reaction mixtures were heated at 140° C. for 30 minutes, 110° C. for 18 hours, and 120° C. for 10 minutes, respectively. The combined reaction mixtures were partitioned between ethyl acetate and water and the aqueous layer re-extracted with more ethyl acetate. The combined organic ... Reactants: N12CCCN=C2CCC1 (DBN), ClC1=C(C(=CC2=C1C(C(O2)CCC)=O)OC)Cl (4,5-dichloro-6-methoxy-3-oxo-2-propylbenzofuran), C(=C)C(=O)C (methyl vinyl ketone), N12CCCN=C2CCC1 (1,5-diazabicyclo[4.3.0]non-5-ene). Solvent: O1CCCC1 (tetrahydrofuran). Reaction conditions: temperature 25 celsius, time 72 hour. Product: ClC1=C(C(=CC=2OC3(C(C21)=CC(CC3)=O)CCC)OC)Cl (1,2-Dichloro-3-methoxy-8-oxo-5a-propyl-5a,6,7,8-tetrahydrodibenzofuran). RXN SMILES: [Cl:1][C:2]1[C:7]2[C:8](=O)[CH:9]([CH2:11][CH2:12][CH3:13])[O:10][C:6]=2[CH:5]=[C:4]([O:15][CH3:16])[C:3]=1[Cl:17].N12[CH2:26][CH2:25][CH2:24][C:23]1=NCCC2.C(C(C)=[O:30])=C>O1CCCC1>[Cl:1][C:2]1[C:7]2[C:8]3=[CH:9][C:11](=[O:30])[CH2:12][CH2:13][C:26]3([CH2:25][CH2:24][CH3:23])[O:10][C:6]=2[CH:5]=[C:4]([O:15][CH3:16])[C:3]=1[Cl:17]. Procedure: A solution of 4,5-dichloro-6-methoxy-3-oxo-2-propylbenzofuran (0.785 g, 0.0029 mole) in tetrahydrofuran (THF) (8 ml) was warmed to 40° C. and treated with 1,5-diazabicyclo[4.3.0]non-5-ene (DBN) (10 μl) and then with methyl vinyl ketone (2 ml) over a 10 minute period. The reaction mixture was heated at 55° C. for 1/2 hour during which time DBN (2 x 10 μl) was added. The THF was evaporated in vacuo, the residual oil dissolved in ether and ethyl acetate, washed with water, dried over MgSO4 and evap... Reactants: CSC(=N)N, NCc1cc(CCC(=O)O)no1, [Na+], [OH-], O=S(=O)(O)O. Yields the product N=C(N)NCc1cc(CCC(=O)O)no1. Reaction SMILES: [CH3:18][S:19][C:20]([NH2:21])=[NH:22].[NH2:1][CH2:2][c:3]1[cH:4][c:5]([CH2:8][CH2:9][C:10](=[O:11])[OH:12])[n:6][o:7]1.[Na+:24].[OH-:23].[S:13]([OH:14])([OH:15])(=[O:16])=[O:17]>>[NH:1]([CH2:2][c:3]1[cH:4][c:5]([CH2:8][CH2:9][C:10](=[O:11])[OH:12])[n:6][o:7]1)[C:20](=[NH:21])[NH2:22].